This data is from the Open Reaction Database (ORD), a public repository of structured organic reaction records. The task is: describe an organic reaction: reactants, conditions, products, and yield Procedure: When in the procedure of Example 94 an appropriate amount of product of Example 77 was substituted for the product of Example 4 and an appropriate amount of benzoyl chloride was substituted for 2-methoxybenzoyl chloride and the general procedure of Example 94 was followed the title compound was obtained. Total yield, 0.56 g (76%). Yields the product CC(C)C1=C(C(=CC=C1)C(C)C)NC(CN(C(C1=CC=CC=C1)=O)C1C2=CC=CC=C2C=2C=CC=CC12)=O (N-[2-[[2,6-bis(1-Methylethyl)phenyl]amino]-2-oxoethyl]-N-(9H-fluoren-9-yl)benzamide). The reactants are product, COC1=C(C(=O)Cl)C=CC=C1 (2-methoxybenzoyl chloride), CC(C)C1=C(C(=CC=C1)C(C)C)NC(CNC(C1=CC=CC=C1)C1=CC=CC=C1)=O (N-[2,6-bis(1-Methylethyl)phenyl]-2-[(diphenylmethyl)amino]acetamide), C(C1=CC=CC=C1)(=O)Cl (benzoyl chloride). RXN SMILES: [CH3:1][CH:2]([C:4]1[CH:9]=[CH:8][CH:7]=[C:6]([CH:10]([CH3:12])[CH3:11])[C:5]=1[NH:13][C:14](=[O:30])[CH2:15][NH:16][CH:17]([C:24]1[CH:29]=[CH:28][CH:27]=[CH:26][CH:25]=1)[C:18]1[CH:23]=[CH:22][CH:21]=[CH:20][CH:19]=1)[CH3:3].[C:31](Cl)(=[O:38])[C:32]1[CH:37]=[CH:36][CH:35]=[CH:34][CH:33]=1.COC1C=CC=CC=1C(Cl)=O>>[CH3:3][CH:2]([C:4]1[CH:9]=[CH:8][CH:7]=[C:6]([CH:10]([CH3:11])[CH3:12])[C:5]=1[NH:13][C:14](=[O:30])[CH2:15][N:16]([CH:17]1[C:24]2[CH:25]=[CH:26][CH:27]=[CH:28][C:29]=2[C:19]2[C:18]1=[CH:23][CH:22]=[CH:21][CH:20]=2)[C:31](=[O:38])[C:32]1[CH:37]=[CH:36][CH:35]=[CH:34][CH:33]=1)[CH3:1]. Reactants: Cl.NCCS (Cysteamine hydrochloride), Cl.NC=1SC=C(N1)CCl (2-amino-4-chloromethylthiazole hydrochloride). Run in Cl (hydrochloric acid). The product is Cl.Cl.NC=1SC=C(N1)CSCCN (2-[(2-Aminothiazol-4-yl)methylthio]ethylamine dihydrochloride). RXN SMILES: [ClH:1].[NH2:2][CH2:3][CH2:4][SH:5].Cl.[NH2:7][C:8]1[S:9][CH:10]=[C:11]([CH2:13][Cl:14])[N:12]=1>Cl>[ClH:14].[ClH:1].[NH2:7][C:8]1[S:9][CH:10]=[C:11]([CH2:13][S:5][CH2:4][CH2:3][NH2:2])[N:12]=1 |f:0.1,2.3,5.6.7|. Reported procedure: Cysteamine hydrochloride (5.65 g; 50.0 mmoles) and 2-amino-4-chloromethylthiazole hydrochloride (9.25 g; 50.0 mmoles) were dissolved in 70 ml of concentrated hydrochloric acid and heated at an oil bath temperature of 105°. After 64 hours of heating the mixture was evaporated under reduced pressure and the residue triturated with acetone. The collected product was re-triturated with ethanol, filtered and dried to yield the title compound, mp 170°-200°. Starting materials: Cc1ccc(C)n1-c1cc(N2CCN(C(=O)OC(C)(C)C)CC2)ccc1[N+](=O)[O-], CO. Yields the product Cc1ccc(C)n1-c1cc(N2CCN(C(=O)OC(C)(C)C)CC2)ccc1N. As a reaction SMILES: [C:1]([CH3:2])([CH3:3])([CH3:4])[O:5][C:6](=[O:7])[N:8]1[CH2:9][CH2:10][N:11]([c:14]2[cH:15][c:16](-[n:23]3[c:24]([CH3:29])[cH:25][cH:26][c:27]3[CH3:28])[c:17]([N+:20]([O-:21])=[O:22])[cH:18][cH:19]2)[CH2:12][CH2:13]1.[CH3:30][OH:31]>>[C:1]([CH3:2])([CH3:3])([CH3:4])[O:5][C:6](=[O:7])[N:8]1[CH2:9][CH2:10][N:11]([c:14]2[cH:15][c:16](-[n:23]3[c:24]([CH3:29])[cH:25][cH:26][c:27]3[CH3:28])[c:17]([NH2:20])[cH:18][cH:19]2)[CH2:12][CH2:13]1. Starting materials: BrC1=C(N)C=C(C(=C1Br)OC)Br (2,3,5-Tribromo-4-methoxy-aniline), C(C)OC(=O)N=C=S (ethoxycarbonyl isothiocyanate). Solvent: CC(=O)C (acetone). Reaction conditions: temperature 40 celsius, time 8 hour. Yields the product BrC1=C(C=C(C(=C1Br)OC)Br)NC(=S)NC(OCC)=O (Ethyl N-[(2,3,5-tribromo-4-methoxy-phenyl)carbamothioyl]carbamate). As a reaction SMILES: [Br:1][C:2]1[C:8]([Br:9])=[C:7]([O:10][CH3:11])[C:6]([Br:12])=[CH:5][C:3]=1[NH2:4].[CH2:13]([O:15][C:16]([N:18]=[C:19]=[S:20])=[O:17])[CH3:14]>CC(C)=O>[Br:1][C:2]1[C:8]([Br:9])=[C:7]([O:10][CH3:11])[C:6]([Br:12])=[CH:5][C:3]=1[NH:4][C:19]([NH:18][C:16](=[O:17])[O:15][CH2:13][CH3:14])=[S:20]. Reported procedure: 2,3,5-Tribromo-4-methoxy-aniline (4.72 g, 13.1 mmol) was dissolved in acetone (150 mL) and ethoxycarbonyl isothiocyanate (1.63 mL, 14.4 mmol) was added. The solution was heated to 40° C. After 20 minutes a pale yellow precipitate had formed. The viscous mixture was cooled to rt and stirred at rt overnight. The solvent was removed under reduced pressure. Cyclohexane (˜150 mL) was added to the residue and the suspension sonicated. The solid was collected by filtration through a PTFE filter to give... Reactants: [OH-].[K+] (KOH), CC(C(=O)NC1=NC(=CC=C1)CN1C(CCCC1(C)C)(C)C)(C)C (2,2-dimethyl-N-[6-(2,2,6,6-tetramethyl-piperidin-1-ylmethyl)-pyridin-2-yl]-propionamide), Cl (HCl). Run in CO (MeOH). Run at temperature 25 celsius. The product is CC1(N(C(CCC1)(C)C)CC1=CC=CC(=N1)N)C (6-(2,2,6,6-Tetramethyl-piperidin-1-ylmethyl)-pyridin-2-ylamine). Reaction SMILES: [OH-].[K+].CC(C)(C)C([NH:7][C:8]1[CH:13]=[CH:12][CH:11]=[C:10]([CH2:14][N:15]2[C:20]([CH3:22])([CH3:21])[CH2:19][CH2:18][CH2:17][C:16]2([CH3:24])[CH3:23])[N:9]=1)=O.Cl>CO>[CH3:23][C:16]1([CH3:24])[CH2:17][CH2:18][CH2:19][C:20]([CH3:21])([CH3:22])[N:15]1[CH2:14][C:10]1[N:9]=[C:8]([NH2:7])[CH:13]=[CH:12][CH:11]=1 |f:0.1|. Procedure: KOH (1.68 g, 33.5 mmol) in MeOH (100 mL) was added to 2,2-dimethyl-N-[6-(2,2,6,6-tetramethyl-piperidin-1-ylmethyl)-pyridin-2-yl]-propionamide (150 mg, 0.45 mmol) and the resulting mixture was heated at reflux for 12 h. After cooling to 25° C., the mixture was neutralized to pH 7–8 with concentrated HCl and extracted with CHCl3 (3×75 mL). The organics were combined and dried over MgSO4. Concentration in vacuo gave a pale yellow solid. MS m/z: 247.7 (M+). Calc'd for C15H25N3-247.38. Starting materials: ClC1=C(C=CC=C1)C1=NCC(NC2=C1C=C(C(=C2)OC)F)=S (5-(2-chlorophenyl)-1,3-dihydro-7-fluoro-8-methoxy-2H-1,4-benzodiazepin-2-thione), COC(C)(N(C)C)OC (1,1-dimethoxy-N,N-dimethyl-ethanamine), NN (hydrazine). The product is ClC1=C(C=CC=C1)C1=NC=2C(=NC3=C1C=C(C(=C3)OC)F)NNC2C (5-(2-chlorophenyl)-1,2-dihydro-7-fluoro-8-methoxy-3-methyl-pyrazolo[3,4-b][1,4]benzodiazepine). As a reaction SMILES: [Cl:1][C:2]1[CH:7]=[CH:6][CH:5]=[CH:4][C:3]=1[C:8]1[C:14]2[CH:15]=[C:16]([F:21])[C:17]([O:19][CH3:20])=[CH:18][C:13]=2[NH:12][C:11](=S)[CH2:10][N:9]=1.CO[C:25](OC)([N:27](C)C)[CH3:26].[NH2:32]N>>[Cl:1][C:2]1[CH:7]=[CH:6][CH:5]=[CH:4][C:3]=1[C:8]1[C:14]2[CH:15]=[C:16]([F:21])[C:17]([O:19][CH3:20])=[CH:18][C:13]=2[N:12]=[C:11]2[NH:32][NH:27][C:25]([CH3:26])=[C:10]2[N:9]=1. Procedure details: 5-(2-chlorophenyl)-1,2-dihydro-7-fluoro-8-methoxy-3-methyl-pyrazolo[3,4-b][1,4]benzodiazepine (IVa) was prepared by reacting 0.0224 moles of 5-(2-chlorophenyl)-1,3-dihydro-7-fluoro-8-methoxy-2H-1,4-benzodiazepin-2-thione (IIa) with 1,1-dimethoxy-N,N-dimethyl-ethanamine and then hydrazine in a manner analogous to Example 55. MH+/Z=357. The reactants are C1CCOC1, CNC, CCOC(C)=O, O=S(=O)(Cl)c1ccc(F)cc1, O. The product is CN(C)S(=O)(=O)c1ccc(F)cc1. Reaction SMILES: [CH2:22]1[O:23][CH2:24][CH2:25][CH2:26]1.[CH3:12][NH:13][CH3:14].[CH3:16][CH2:17][O:18][C:19](=[O:20])[CH3:21].[F:1][c:2]1[cH:3][cH:4][c:5]([S:8](=[O:9])(=[O:10])[Cl:11])[cH:6][cH:7]1.[OH2:15]>>[F:1][c:2]1[cH:3][cH:4][c:5]([S:8](=[O:9])(=[O:10])[N:13]([CH3:12])[CH3:14])[cH:6][cH:7]1. The reactants are BrC1=CC2=C(N=C(OC2)N[C@@H]2CCC3=CC=CC=C23)C=C1 ((6-bromo-4H-benzo[d][1,3]oxazin-2-yl)-(R)-indan-1-yl-amine), C(CCC)[Sn](C=C)(CCCC)CCCC (tributyl-(vinyl)-stannane). Reagents/catalysts: [Pd].C1(=CC=CC=C1)P(C1=CC=CC=C1)C1=CC=CC=C1.C1(=CC=CC=C1)P(C1=CC=CC=C1)C1=CC=CC=C1.C1(=CC=CC=C1)P(C1=CC=CC=C1)C1=CC=CC=C1.C1(=CC=CC=C1)P(C1=CC=CC=C1)C1=CC=CC=C1 (tetrakis-(triphenylphosphine)-palladium). Run in C1(=CC=CC=C1)C (toluene). Yields the product [C@H]1(CCC2=CC=CC=C12)NC=1OCC2=C(N1)C=CC(=C2)C=C ((R)-Indan-1-yl-(6-vinyl-4H-benzo[d][1,3]oxazin-2-yl)-amine). Isolated yield 60.4%. RXN SMILES: Br[C:2]1[CH:21]=[CH:20][C:5]2[N:6]=[C:7]([NH:10][C@H:11]3[C:19]4[C:14](=[CH:15][CH:16]=[CH:17][CH:18]=4)[CH2:13][CH2:12]3)[O:8][CH2:9][C:4]=2[CH:3]=1.[CH2:22]([Sn](CCCC)(CCCC)C=C)[CH2:23]CC>C1(C)C=CC=CC=1.[Pd].C1(P(C2C=CC=CC=2)C2C=CC=CC=2)C=CC=CC=1.C1(P(C2C=CC=CC=2)C2C=CC=CC=2)C=CC=CC=1.C1(P(C2C=CC=CC=2)C2C=CC=CC=2)C=CC=CC=1.C1(P(C2C=CC=CC=2)C2C=CC=CC=2)C=CC=CC=1>[C@H:11]1([NH:10][C:7]2[O:8][CH2:9][C:4]3[CH:3]=[C:2]([CH:22]=[CH2:23])[CH:21]=[CH:20][C:5]=3[N:6]=2)[C:19]2[C:14](=[CH:15][CH:16]=[CH:17][CH:18]=2)[CH2:13][CH2:12]1 |f:3.4.5.6.7|. Procedure details: A stirred mixture of (6-bromo-4H-benzo[d][1,3]oxazin-2-yl)-(R)-indan-1-yl-amine (Example 32) (1.03 g, 3.0 mmol), tributyl-(vinyl)-stannane (0.98 g, 3 mmol) and tetrakis-(triphenylphosphine)-palladium (0.07 g, 0.06 mmol) in toluene (30 ml) was heated under reflux conditions for 3 h, evaporated and purified by chromatography (ethyl acetate/heptane) on silica gel to yield the title compound as colorless oil (526 mg, 60%). MS (ISP): m/e=291.2 (M+H+).